From a dataset of the Open Reaction Database (ORD), a public repository of structured organic reaction records. describe an organic reaction: reactants, conditions, products, and yield As a reaction SMILES: [Br-:1].[K+].C([O-])(=O)C.[Na+].[CH2:8]([O:10][C:11]([C:13]1[C:14]([C:22]([F:25])([F:24])[F:23])=[N:15][C:16]2[N:17]([CH:19]=[CH:20][N:21]=2)[CH:18]=1)=[O:12])[CH3:9].BrBr.S(=O)(O)[O-].[Na+]>CO>[CH2:8]([O:10][C:11]([C:13]1[C:14]([C:22]([F:24])([F:25])[F:23])=[N:15][C:16]2[N:17]([C:19]([Br:1])=[CH:20][N:21]=2)[CH:18]=1)=[O:12])[CH3:9] |f:0.1,2.3,6.7|. Procedure details: Potassium bromide (26.4 mg) and sodium acetate (2.5 eq, 6.6 mmol, 541 mg) were added sequentially to 7-trifluoromehyl-imidazo[1,2-a]pyrimidine-6-carboxylic acid ethyl ester (0.684 g, 2.64 mmol ) in methanol (5.5 mL) and the resulting mixture was stirred at room temperature for 30 minutes. The mixture was then cooled to −5° C. and bromine (1.02 eq, 0.138 mL) was added. Once addition was complete, the reaction was stirred for 1 hour. The mixture was then treated with a saturated aqueous solution o... Run at time 30 minute. Product: C(C)OC(=O)C=1C(=NC=2N(C1)C(=CN2)Br)C(F)(F)F (3-bromo-7-trifluoromehyl-imidazo[1,2-a]pyrimidine-6-carboxylic acid ethyl ester). Run in CO (methanol). Starting materials: BrBr (bromine), [Br-].[K+] (Potassium bromide), C(C)(=O)[O-].[Na+] (sodium acetate), C(C)OC(=O)C=1C(=NC=2N(C1)C=CN2)C(F)(F)F (7-trifluoromehyl-imidazo[1,2-a]pyrimidine-6-carboxylic acid ethyl ester), S([O-])(O)=O.[Na+] (sodium bisulphite). Starting materials: ClC1=NC(=NS1)SCC1=CC=C(C=C1)C (5-chloro-3-(4-methylbenzyl)thio-1,2,4-thiadiazole), CC1(OCC(O1)CO)C (2,2-dimethyl-1,3-dioxolane-4-methanol), [Cl-].[Na+] (sodium chloride), [H-].[Na+] (sodium hydride). Run in CN(C=O)C (N,N-dimethylformamide). Run at temperature 0 celsius, time 4 hour. Yields the product CC1(OCC(O1)COC1=NC(=NS1)SCC1=CC=C(C=C1)C)C (5-(2,2-dimethyl-1,3-dioxolane-4-yl)methoxy-3-(4-methylbenzyl)thio-1,2,4-thiadiazole). Isolated yield 76.5%. Reaction SMILES: Cl[C:2]1[S:6][N:5]=[C:4]([S:7][CH2:8][C:9]2[CH:14]=[CH:13][C:12]([CH3:15])=[CH:11][CH:10]=2)[N:3]=1.[CH3:16][C:17]1([CH3:24])[O:21][CH:20]([CH2:22][OH:23])[CH2:19][O:18]1.[H-].[Na+].[Cl-].[Na+]>CN(C)C=O>[CH3:16][C:17]1([CH3:24])[O:21][CH:20]([CH2:22][O:23][C:2]2[S:6][N:5]=[C:4]([S:7][CH2:8][C:9]3[CH:14]=[CH:13][C:12]([CH3:15])=[CH:11][CH:10]=3)[N:3]=2)[CH2:19][O:18]1 |f:2.3,4.5|. Reported procedure: To 2 g of N,N-dimethylformamide, 0.257 g of 5-chloro-3-(4-methylbenzyl)thio-1,2,4-thiadiazole and 0.145 g of 2,2-dimethyl-1,3-dioxolane-4-methanol were dissolved, and added 48 mg of sodium hydride (60% in oil) at about 0° C., followed by stirring at about 0° C. for 30 minutes and at room temperature for 4 hours. Then, the reaction mixture was added to saturated sodium chloride aqueous solution, and extracted with tert-butylmethylether. The organic layer was concentrated, and the residue obtaind ... The reactants are COc1ccc(-c2ccc(C=CC(=O)Nc3cc(-c4cccs4)ccc3NC(=O)OC(C)(C)C)cn2)cc1OC, ClCCl, O=C(O)C(F)(F)F. The product is COc1ccc(-c2ccc(C=CC(=O)Nc3cc(-c4cccs4)ccc3N)cn2)cc1OC. As a reaction SMILES: [CH3:1][O:2][c:3]1[cH:4][c:5](-[c:11]2[cH:12][cH:13][c:14]([CH:17]=[CH:18][C:19](=[O:20])[NH:21][c:22]3[c:23]([NH:33][C:34](=[O:35])[O:36][C:37]([CH3:38])([CH3:39])[CH3:40])[cH:24][cH:25][c:26](-[c:28]4[s:29][cH:30][cH:31][cH:32]4)[cH:27]3)[cH:15][n:16]2)[cH:6][cH:7][c:8]1[O:9][CH3:10].[Cl:48][CH2:49][Cl:50].[OH:41][C:42]([C:43]([F:44])([F:45])[F:46])=[O:47]>>[CH3:1][O:2][c:3]1[cH:4][c:5](-[c:11]2[cH:12][cH:13][c:14]([CH:17]=[CH:18][C:19](=[O:20])[NH:21][c:22]3[c:23]([NH2:33])[cH:24][cH:25][c:26](-[c:28]4[s:29][cH:30][cH:31][cH:32]4)[cH:27]3)[cH:15][n:16]2)[cH:6][cH:7][c:8]1[O:9][CH3:10]. The reactants are CCN=C=NCCCN(C)C, CC#N, Cl, O=C(O)c1ccc(F)c2ccccc12, NC(Cc1ccc(C(F)(F)F)cc1)C(O)c1ccncc1, O, On1nnc2ccccc21. Product: O=C(NC(Cc1ccc(C(F)(F)F)cc1)C(O)c1ccncc1)c1ccc(F)c2ccccc12. RXN SMILES: [CH2:37]([N:38]=[C:39]=[N:40][CH2:41][CH2:42][CH2:43][N:44]([CH3:45])[CH3:46])[CH3:47].[CH3:58][C:59]#[N:60].[ClH:36].[F:22][c:23]1[cH:24][cH:25][c:26]([C:33](=[O:34])[OH:35])[c:27]2[cH:28][cH:29][cH:30][cH:31][c:32]12.[NH2:1][CH:2]([CH:3]([OH:4])[c:5]1[cH:6][cH:7][n:8][cH:9][cH:10]1)[CH2:11][c:12]1[cH:13][cH:14][c:15]([C:18]([F:19])([F:20])[F:21])[cH:16][cH:17]1.[OH2:61].[OH:48][n:49]1[c:50]2[cH:51][cH:52][cH:53][cH:54][c:55]2[n:56][n:57]1>>[NH:1]([CH:2]([CH:3]([OH:4])[c:5]1[cH:6][cH:7][n:8][cH:9][cH:10]1)[CH2:11][c:12]1[cH:13][cH:14][c:15]([C:18]([F:19])([F:20])[F:21])[cH:16][cH:17]1)[C:33]([c:26]1[cH:25][cH:24][c:23]([F:22])[c:32]2[c:27]1[cH:28][cH:29][cH:30][cH:31]2)=[O:34]. The reactants are ClC1=NC(=NC(=C1)C1=CC=C(C=C1)F)N1[C@H](CCC1)C (4-chloro-6-(4-fluoro-phenyl)-2-(2-(S)-methyl-pyrrolidin-1-yl)-pyrimidine), BrC=1C=C(C(=NC1)N1C[C@H](NCC1)C)Cl (1-(5-bromo-3-chloro-pyridin-2-yl)-3-(R)-methyl-piperazine), C(=O)(O)[O-].[Na+] (NaHCO3). The solvent is CCO (EtOH). Product: BrC=1C=C(C(=NC1)N1C[C@H](N(CC1)C1=NC(=NC(=C1)C1=CC=C(C=C1)F)N1[C@H](CCC1)C)C)Cl (4-[4-(5-Bromo-3-chloro-pyridin-2-yl)-2-(R)-methyl-piperazin-1-yl]-6-(4-fluoro-phenyl)-2-(2-(S)-methyl-pyrrolidin-1-yl)-pyrimidine). Reaction SMILES: Cl[C:2]1[CH:7]=[C:6]([C:8]2[CH:13]=[CH:12][C:11]([F:14])=[CH:10][CH:9]=2)[N:5]=[C:4]([N:15]2[CH2:19][CH2:18][CH2:17][C@@H:16]2[CH3:20])[N:3]=1.[Br:21][C:22]1[CH:23]=[C:24]([Cl:35])[C:25]([N:28]2[CH2:33][CH2:32][NH:31][C@H:30]([CH3:34])[CH2:29]2)=[N:26][CH:27]=1.C([O-])(O)=O.[Na+]>CCO>[Br:21][C:22]1[CH:23]=[C:24]([Cl:35])[C:25]([N:28]2[CH2:33][CH2:32][N:31]([C:2]3[CH:7]=[C:6]([C:8]4[CH:13]=[CH:12][C:11]([F:14])=[CH:10][CH:9]=4)[N:5]=[C:4]([N:15]4[CH2:19][CH2:18][CH2:17][C@@H:16]4[CH3:20])[N:3]=3)[C@H:30]([CH3:34])[CH2:29]2)=[N:26][CH:27]=1 |f:2.3|. Procedure: Heat a mixture of 4-chloro-6-(4-fluoro-phenyl)-2-(2-(S)-methyl-pyrrolidin-1-yl)-pyrimidine (1.30 g, 4.44 mmol), 1-(5-bromo-3-chloro-pyridin-2-yl)-3-(R)-methyl-piperazine (1.2 g), and NaHCO3 (0.71 g, 8.46 mmol) in EtOH at 50° C. for 20 h. Concentrate under reduced pressure and partition between EtOAc and brine. Dry the organic layer (Na2SO4) and concentrate under reduced pressure. Purify the residue by flash column eluting with EtOAc-Hexanes (1:4) to afford the title compound as a white solid.